Dataset: the Open Reaction Database (ORD), a public repository of structured organic reaction records. Task: describe an organic reaction: reactants, conditions, products, and yield Starting materials: C(C)(C)NC(=O)N1CCN(CC1)C(=O)OCC1=CC=CC=C1 (Benzyl 4-(Isopropylcarbamoyl)piperazine-1-carboxylate), [H][H] (hydrogen). Reagents/catalysts: [Pd] (Pd/C). Run in CO (methanol). Product: C(C)(C)NC(=O)N1CCNCC1 (N-Isopropylpiperazine-1-carboxamide). Isolated yield 130.4%. As a reaction SMILES: [CH:1]([NH:4][C:5]([N:7]1[CH2:12][CH2:11][N:10](C(OCC2C=CC=CC=2)=O)[CH2:9][CH2:8]1)=[O:6])([CH3:3])[CH3:2].[H][H]>CO.[Pd]>[CH:1]([NH:4][C:5]([N:7]1[CH2:12][CH2:11][NH:10][CH2:9][CH2:8]1)=[O:6])([CH3:3])[CH3:2]. Procedure: To a solution of benzyl 4-(isopropylcarbamoyl)piperazine-1-carboxylate (3, 3.94 g, 12.9 mmol) in methanol (100 mL) was added 10% Pd/C (50% wet, 0.400 g) and the mixture was stirred under 1 atmosphere of hydrogen for 16 h. After this time, the mixture was filtered through Celite and the filtrate concentrated to afford the title compound (2.88 g, >99%): 1H NMR (300 MHz, CD3OD) δ 4.00-3.80 (m, 1H), 3.45-3.35 (m, 4H), 2.88-2.78 (m, 4H), 1.13 (d, J=6.5 Hz, 6H); Multimode MS m/z 172 [M+H]+. Starting materials: Cn1cc(CC2NC(=O)C(CCC(=O)OCc3ccccc3)NC2=O)c2ccccc21, CCO. Yields the product Cn1cc(CC2NC(=O)C(CCC(=O)O)NC2=O)c2ccccc21. RXN SMILES: [CH2:1]([c:2]1[cH:3][cH:4][cH:5][cH:6][cH:7]1)[O:8][C:9](=[O:10])[CH2:11][CH2:12][CH:13]1[C:14](=[O:31])[NH:15][CH:16]([CH2:20][c:21]2[cH:22][n:23]([CH3:30])[c:24]3[cH:25][cH:26][cH:27][cH:28][c:29]23)[C:17](=[O:19])[NH:18]1.[CH3:32][CH2:33][OH:34]>>[O:8]=[C:9]([OH:10])[CH2:11][CH2:12][CH:13]1[C:14](=[O:31])[NH:15][CH:16]([CH2:20][c:21]2[cH:22][n:23]([CH3:30])[c:24]3[cH:25][cH:26][cH:27][cH:28][c:29]23)[C:17](=[O:19])[NH:18]1. Reactants: CC1=NN=NN1C[C@H]1NC([C@H]1NC(OCC1=CC=CC=C1)=O)=O (benzyl ((2R,3S)-2-((5-methyl-1H-tetrazol-1-yl)methyl)-4-oxoazetidin-3-yl)carbamate), crude residue. The reagents and catalysts are [Pd] (Pd). The solvent is CCO.CO (EtOH MeOH). Product: N[C@@H]1C(N[C@@H]1CN1N=NN=C1C)=O ((3S,4R)-3-amino-4-((5-methyl-1H-tetrazol-1-yl)methyl)azetidin-2-one). Reaction SMILES: [CH3:1][C:2]1[N:6]([CH2:7][C@@H:8]2[C@H:11]([NH:12]C(=O)OCC3C=CC=CC=3)[C:10](=[O:23])[NH:9]2)[N:5]=[N:4][N:3]=1>CCO.CO.[Pd]>[NH2:12][C@H:11]1[C@@H:8]([CH2:7][N:6]2[C:2]([CH3:1])=[N:3][N:4]=[N:5]2)[NH:9][C:10]1=[O:23] |f:1.2|. Procedure: Prepared in an analogous manner to example 4, step 3 using benzyl ((2R,3S)-2-((5-methyl-1H-tetrazol-1-yl)methyl)-4-oxoazetidin-3-yl)carbamate (97 mg, 0.31 mmol) and Pd on C (10%, 50 mg) in EtOH:MeOH (5:1, 3.0 mL) for 3 h. The crude residue was used as such in following step. LCMS: Rt=0.11 min, m/z=183.2 (M+1) Method 2m_acidic. The reactants are II (iodine), CC=1C=CC2=C(SC(=C2Cl)C(=O)Cl)C1 (6-methyl-3-chlorobenzo[b]thiophene-2-carbonyl chloride), Cl[Si](C)(C)C (chlorotrimethylsilane), CO (methanol), acid chloride. Solvent: CCCCCC (hexane), C(C)(=O)OCC (ethyl acetate). Run at time 24 hour. Product: CC=1C=CC2=C(SC(=C2Cl)C(=O)OC)C1 (Methyl 6-Methyl-3-Chlorobenzo[b]thiophene-2-Carboxylate). RXN SMILES: [CH3:1][C:2]1[CH:3]=[CH:4][C:5]2[C:9]([Cl:10])=[C:8]([C:11](Cl)=[O:12])[S:7][C:6]=2[CH:14]=1.[CH3:15][OH:16].Cl[Si](C)(C)C.II>C(OCC)(=O)C.CCCCCC>[CH3:1][C:2]1[CH:3]=[CH:4][C:5]2[C:9]([Cl:10])=[C:8]([C:11]([O:16][CH3:15])=[O:12])[S:7][C:6]=2[CH:14]=1. Procedure: Crude 6-methyl-3-chlorobenzo[b]thiophene-2-carbonyl chloride (5 g, 20.46 mmoles) was transferred to a 250 ml round bottomed flask. Anhydrous methanol (Aldrich, 80 ml) was added and the acid chloride dissolved by stirring. To this stirred solution was added chlorotrimethylsilane (3.0 equivalents, 61.38 mmole, 6.68 g, 7.80 ml). The reaction mixture was stirred at room temperature and the progress of the reaction monitored by TLC (silica, 1:1 hexane:ethyl acetate, iodine and UV visualization). The ...